From a dataset of the Open Reaction Database (ORD), a public repository of structured organic reaction records. describe an organic reaction: reactants, conditions, products, and yield Reactants: CS(C)=O, CO, Clc1cccc2c(C3=CCNCC3)c[nH]c12, c1cc(OCC2CO2)c2cc[nH]c2c1. Product: OC(COc1cccc2[nH]ccc12)CN1CC=C(c2c[nH]c3c(Cl)cccc23)CC1. RXN SMILES: [CH3:31][S:32]([CH3:33])=[O:34].[CH3:35][OH:36].[Cl:1][c:2]1[cH:3][cH:4][cH:5][c:6]2[c:7]([C:11]3=[CH:16][CH2:15][NH:14][CH2:13][CH2:12]3)[cH:8][nH:9][c:10]12.[O:17]1[CH:18]([CH2:20][O:21][c:22]2[c:23]3[cH:24][cH:25][nH:26][c:27]3[cH:28][cH:29][cH:30]2)[CH2:19]1>>[Cl:1][c:2]1[cH:3][cH:4][cH:5][c:6]2[c:7]([C:11]3=[CH:16][CH2:15][N:14]([CH2:19][CH:18]([OH:17])[CH2:20][O:21][c:22]4[c:23]5[cH:24][cH:25][nH:26][c:27]5[cH:28][cH:29][cH:30]4)[CH2:13][CH2:12]3)[cH:8][nH:9][c:10]12. RXN SMILES: [CH2:17]1[O:18][CH2:19][CH2:20][CH2:21]1.[CH3:1][CH:2]([C:3]#[CH:4])[CH3:5].[CH3:6][CH2:7][CH2:8][CH2:9][Li:10].[Cl:11][C:12](=[O:13])[O:14][CH2:15][CH3:16]>>[CH3:1][CH:2]([C:3]#[C:4][C:12](=[O:13])[O:14][CH2:15][CH3:16])[CH3:5]. The reactants are C1CCOC1, C#CC(C)C, [Li]CCCC, CCOC(=O)Cl. The product is CCOC(=O)C#CC(C)C. Starting materials: CCO, Cc1cc([N+](=O)[O-])cc2c1OCC2. Yields the product Cc1cc(N)cc2c1OCC2. Reaction SMILES: [CH3:14][CH2:15][OH:16].[CH3:1][c:2]1[cH:3][c:4]([N+:11]([O-:12])=[O:13])[cH:5][c:6]2[c:10]1[O:9][CH2:8][CH2:7]2>>[CH3:1][c:2]1[cH:3][c:4]([NH2:11])[cH:5][c:6]2[c:10]1[O:9][CH2:8][CH2:7]2. The reactants are OCC1=NC2=CC3=C(C=C2C=C1)C[C@]1(C(N(C2=NC=CC=C21)COCC[Si](C)(C)C)=O)C3 ((S)-2-(hydroxymethyl)-1′-{[2-(trimethylsilyl)ethoxy]methyl}-6,8-dihydrospiro[cyclopenta[g]quinoline-7,3′-pyrrolo[2,3-b]pyridin]-2′(1′H)-one), S(=O)(Cl)Cl (thionyl chloride). The solvent is C(Cl)Cl (CH2Cl2). Conditions: time 30 minute. The product is ClCC1=NC2=CC3=C(C=C2C=C1)C[C@]1(C(N(C2=NC=CC=C21)COCC[Si](C)(C)C)=O)C3 ((S)-2-(Chloromethyl)-1′-{[2-(trimethylsilyl)ethoxy]methyl}-6,8-dihydrospiro[cyclopenta[g]quinoline-7,3′-pyrrolo[2,3-b]pyridin]-2′(1′H)-one). RXN SMILES: O[CH2:2][C:3]1[CH:12]=[CH:11][C:10]2[C:5](=[CH:6][C:7]3[CH2:32][C@:14]4([C:22]5[C:17](=[N:18][CH:19]=[CH:20][CH:21]=5)[N:16]([CH2:23][O:24][CH2:25][CH2:26][Si:27]([CH3:30])([CH3:29])[CH3:28])[C:15]4=[O:31])[CH2:13][C:8]=3[CH:9]=2)[N:4]=1.S(Cl)([Cl:35])=O>C(Cl)Cl>[Cl:35][CH2:2][C:3]1[CH:12]=[CH:11][C:10]2[C:5](=[CH:6][C:7]3[CH2:32][C@:14]4([C:22]5[C:17](=[N:18][CH:19]=[CH:20][CH:21]=5)[N:16]([CH2:23][O:24][CH2:25][CH2:26][Si:27]([CH3:30])([CH3:29])[CH3:28])[C:15]4=[O:31])[CH2:13][C:8]=3[CH:9]=2)[N:4]=1. Procedure details: To a stirred solution of (S)-2-(hydroxymethyl)-1′-{[2-(trimethylsilyl)ethoxy]methyl}-6,8-dihydrospiro[cyclopenta[g]quinoline-7,3′-pyrrolo[2,3-b]pyridin]-2′(1′H)-one from Step A (1.44 g, 3.22 mmol) in CH2Cl2 (10 mL) was added thionyl chloride (7.66 g, 64.3 mmol) and the resulting mixture was stirred at ambient temperature for 30 min, then concentrated in vacuo. The residue was concentrated in vacuo from toluene (2×10 mL) to give the title compound in sufficient purity for use in the next step. MS... Reactants: ClC1=NC=CC(=N1)C(F)(F)F (2-chloro-4-trifluoromethylpyrimidin), C(#N)CC(=O)OC(C)(C)C (tert-Butyl 2-cyanoacetate), solution, C[Si](N[Si](C)(C)C)(C)C.[Li] (lithium hexamethyldisilazane). Run in C1CCOC1 (THF), C1CCOC1 (THF). Run at temperature 50 celsius. Yields the product C(#N)C(C(=O)OC(C)(C)C)=C1NC=CC(=N1)C(F)(F)F (tert-butyl 2-cyano-2-[4-trifluoromethylpyrimidin-2(1H)-ylidene]acetate). Yield: 79.7%. Reaction SMILES: [C:1]([CH2:3][C:4]([O:6][C:7]([CH3:10])([CH3:9])[CH3:8])=[O:5])#[N:2].C[Si](C)(C)N[Si](C)(C)C.[Li].Cl[C:22]1[N:27]=[C:26]([C:28]([F:31])([F:30])[F:29])[CH:25]=[CH:24][N:23]=1>C1COCC1>[C:1]([C:3](=[C:22]1[N:27]=[C:26]([C:28]([F:31])([F:30])[F:29])[CH:25]=[CH:24][NH:23]1)[C:4]([O:6][C:7]([CH3:10])([CH3:9])[CH3:8])=[O:5])#[N:2] |f:1.2,^1:19|. Reported procedure: tert-Butyl 2-cyanoacetate (97.45 g, 690 mmol) was dissolved in anhydrous THF (1 L), and cooled on an ice-bath for 90 min with stirring under nitrogen. A 1M solution of lithium hexamethyldisilazane in THF (690 mL, 690 mmol) was added dropwise. The mixture was stirred for an additional 1 hr, then 2-chloro-4-trifluoromethylpyrimidin (105 g, 590 mmol) was added dropwise. The mixture was then heated to 50° C. for 3 hr with stirring under nitrogen, allowed to cool, and the solvent removed under reduce... The reactants are [OH-].[Na+] (Sodium hydroxide), O (water), FC1=CC=C(CC2(CC(CCC2)NC(=O)C=2C=C3C(=NNC3=CC2)C2=CC(=NC=C2)C)C(=O)OC)C=C1 (methyl 1-(4-fluorobenzyl)-3-(3-(2-methylpyridin-4-yl)-1H-indazole-5-carboxamido)cyclohexanecarboxylate), Cl (HCl). Solvent: CO (methanol), C1CCOC1 (THF). Conditions: temperature 70 celsius, time 16 hour. Yields the product FC1=CC=C(CC2(CC(CCC2)NC(=O)C=2C=C3C(=NNC3=CC2)C2=CC(=NC=C2)C)C(=O)O)C=C1 (1-(4-Fluorobenzyl)-3-(3-(2-methylpyridin-4-yl)-1H-indazole-5-carboxamido)cyclohexanecarboxylic acid). RXN SMILES: [OH-].[Na+].O.[F:4][C:5]1[CH:40]=[CH:39][C:8]([CH2:9][C:10]2([C:35]([O:37]C)=[O:36])[CH2:15][CH2:14][CH2:13][CH:12]([NH:16][C:17]([C:19]3[CH:20]=[C:21]4[C:25](=[CH:26][CH:27]=3)[NH:24][N:23]=[C:22]4[C:28]3[CH:33]=[CH:32][N:31]=[C:30]([CH3:34])[CH:29]=3)=[O:18])[CH2:11]2)=[CH:7][CH:6]=1.Cl>CO.C1COCC1>[F:4][C:5]1[CH:40]=[CH:39][C:8]([CH2:9][C:10]2([C:35]([OH:37])=[O:36])[CH2:15][CH2:14][CH2:13][CH:12]([NH:16][C:17]([C:19]3[CH:20]=[C:21]4[C:25](=[CH:26][CH:27]=3)[NH:24][N:23]=[C:22]4[C:28]3[CH:33]=[CH:32][N:31]=[C:30]([CH3:34])[CH:29]=3)=[O:18])[CH2:11]2)=[CH:7][CH:6]=1 |f:0.1|. Procedure: Sodium hydroxide in water (4 M solution, 1 ml, 4 mmol) was added into a solution of methyl 1-(4-fluorobenzyl)-3-(3-(2-methylpyridin-4-yl)-1H-indazole-5-carboxamido)cyclohexanecarboxylate (0.32 mmol) in methanol (0.5 ml) and THF (2 ml). The reaction solution was stirred at 70° C. for 16 h, and 1.0 N HCl solution was added dropwise to adjust pH to 4. The resulting solution was extracted with EtOAc (10 ml, twice). The combined organic layers were dried over sodium sulfate, filtered, concentrated, a... The reactants are C(C)N(C(C)C)C(C)C (N-ethyldiisopropylamine), Cl.CN(CCCN=C=NCC)C (N-(3-dimethylaminopropyl)-N′-ethylcarbodiimide hydrochloride), ClC1=CC=C(C=C1)C1=NOC(=C1COC1=NC=C(C(=O)O)C=C1)CO (6-[3-(4-chloro-phenyl)-5-hydroxymethyl-isoxazol-4-ylmethoxy]-nicotinic acid), FC(CN)(F)F (2,2,2-trifluoroethylamine), O.ON1N=NC2=C1C=CC=C2 (1-hydroxybenzotriazole hydrate). Solvent: C1CCOC1 (THF). Reaction conditions: time 8 hour. Yields the product ClC1=CC=C(C=C1)C1=NOC(=C1COC1=NC=C(C(=O)NCC(F)(F)F)C=C1)CO (6-[3-(4-Chloro-phenyl)-5-hydroxymethyl-isoxazol-4-ylmethoxy]-N-(2,2,2-trifluoro-ethyl)-nicotinamide). The yield is 65.5%. RXN SMILES: [Cl:1][C:2]1[CH:7]=[CH:6][C:5]([C:8]2[C:12]([CH2:13][O:14][C:15]3[CH:23]=[CH:22][C:18]([C:19]([OH:21])=O)=[CH:17][N:16]=3)=[C:11]([CH2:24][OH:25])[O:10][N:9]=2)=[CH:4][CH:3]=1.[F:26][C:27]([F:31])([F:30])[CH2:28][NH2:29].O.ON1C2C=CC=CC=2N=N1.C(N(C(C)C)C(C)C)C.Cl.CN(C)CCCN=C=NCC>C1COCC1>[Cl:1][C:2]1[CH:3]=[CH:4][C:5]([C:8]2[C:12]([CH2:13][O:14][C:15]3[CH:23]=[CH:22][C:18]([C:19]([NH:29][CH2:28][C:27]([F:31])([F:30])[F:26])=[O:21])=[CH:17][N:16]=3)=[C:11]([CH2:24][OH:25])[O:10][N:9]=2)=[CH:6][CH:7]=1 |f:2.3,5.6|. Reported procedure: To a solution of 6-[3-(4-chloro-phenyl)-5-hydroxymethyl-isoxazol-4-ylmethoxy]-nicotinic acid (100 mg, 0.28 mmol) and 2,2,2-trifluoroethylamine (38.3 mg, 0.28 mmol) in THF (10 mL) were added at 0° C., 1-hydroxybenzotriazole hydrate (43.3 mg, 0.28 mmol), N-ethyldiisopropylamine (121 μL, 0.69 mmol) and N-(3-dimethylaminopropyl)-N′-ethylcarbodiimide hydrochloride (54.2 mg, 0.28 mmol). The reaction mixture was stirred at room temperature overnight. The solvent was removed by distillation. The remaini... Starting materials: Cc1ccccc1, C[Si](C)(C)CCOCn1nc(I)c2cc(C=O)ccc21, OCCO, Cc1ccc(S(=O)(=O)O)cc1. Yields the product C[Si](C)(C)CCOCn1nc(I)c2cc(C3OCCO3)ccc21. Reaction SMILES: [CH3:36][c:37]1[cH:38][cH:39][cH:40][cH:41][cH:42]1.[I:1][c:2]1[n:3][n:4]([CH2:13][O:14][CH2:15][CH2:16][Si:17]([CH3:18])([CH3:19])[CH3:20])[c:5]2[cH:6][cH:7][c:8]([CH:11]=[O:12])[cH:9][c:10]12.[OH:21][CH2:22][CH2:23][OH:24].[c:25]1([CH3:26])[cH:27][cH:28][c:29]([S:30]([OH:31])(=[O:32])=[O:33])[cH:34][cH:35]1>>[I:1][c:2]1[n:3][n:4]([CH2:13][O:14][CH2:15][CH2:16][Si:17]([CH3:18])([CH3:19])[CH3:20])[c:5]2[cH:6][cH:7][c:8]([CH:11]3[O:12][CH2:23][CH2:22][O:21]3)[cH:9][c:10]12.